This data is from the Open Reaction Database (ORD), a public repository of structured organic reaction records. The task is: describe an organic reaction: reactants, conditions, products, and yield The reactants are Cl (hydrochloric acid), [OH-].[Na+] (sodium hydroxide), NCC(=O)O (glycine), COC1=C(C=O)C=CC(=C1)OC (2,4-dimethoxybenzaldehyde). The reagents and catalysts are [Pd] (palladium-on-carbon). Solvent: CO (methanol). Yields the product COC1=C(CNCC(=O)O)C=CC(=C1)OC (N-(2,4-Dimethoxybenzyl)glycine), mixture. As a reaction SMILES: [NH2:1][CH2:2][C:3]([OH:5])=[O:4].[CH3:6][O:7][C:8]1[CH:15]=[C:14]([O:16][CH3:17])[CH:13]=[CH:12][C:9]=1[CH:10]=O.[OH-].[Na+].Cl>CO.[Pd]>[CH3:6][O:7][C:8]1[CH:15]=[C:14]([O:16][CH3:17])[CH:13]=[CH:12][C:9]=1[CH2:10][NH:1][CH2:2][C:3]([OH:5])=[O:4] |f:2.3|. Reported procedure: N-(2,4-Dimethoxybenzyl)glycine is prepared by reacting glycine with 2,4-dimethoxybenzaldehyde in the presence of sodium hydroxide, reducing with palladium-on-carbon in methanol and subsequently neutralizing with 2N hydrochloric acid. The aqueous solution obtained is concentrated. 18.6 g of the mixture of N-(2,4-dimethoxybenzyl)glycine and sodium chloride obtained are stirred at 80° and 90°, in each case for 1 hour, together with 60 ml of N,N-dimethylformamide and 10 g (50.6 mmol) of 6-chloroisat... As a reaction SMILES: [C:22](#[N:23])[CH2:24][C:25](=[O:26])[O:27][CH2:28][CH3:29].[CH:1]1([n:4]2[cH:5][c:6]([C:17](=[O:18])[O:19][CH2:20][CH3:21])[c:7](=[O:16])[c:8]3[cH:9][c:10]([F:15])[c:11]([F:14])[cH:12][c:13]23)[CH2:2][CH2:3]1.[ClH:32].[H-:31].[Na+:30].[O:34]1[CH2:35][CH2:36][O:37][CH2:38][CH2:39]1.[OH2:33]>>[CH:1]1([n:4]2[cH:5][c:6]([C:17](=[O:18])[O:19][CH2:20][CH3:21])[c:7](=[O:16])[c:8]3[cH:9][c:10]([F:15])[c:11]([CH:24]([C:22]#[N:23])[C:25](=[O:26])[O:27][CH2:28][CH3:29])[cH:12][c:13]23)[CH2:2][CH2:3]1. Starting materials: CCOC(=O)CC#N, CCOC(=O)c1cn(C2CC2)c2cc(F)c(F)cc2c1=O, Cl, [H-], [Na+], C1COCCO1, O. Product: CCOC(=O)c1cn(C2CC2)c2cc(C(C#N)C(=O)OCC)c(F)cc2c1=O. Starting materials: C(C)(=O)OCC(CCC1=CC=C(C=C1)O)(CC)NC(=O)OC(C)(C)C (2-tert-butoxycarbonylamino-2-ethyl-4-(4-hydroxyphenyl)butyl acetate), O (water), [H-].[Na+] (sodium hydride), C1(=CC=CC=C1)CCCCI (4-Phenyl-butyl iodide). Run in CN(C=O)C (dimethylformamide), CN(C=O)C (dimethylformamide). Reaction conditions: time 8 hour. Yields the product C(C)(=O)OCC(CCC1=CC=C(C=C1)OCCCCC1=CC=CC=C1)(CC)NC(=O)OC(C)(C)C (2-tert-Butoxycarbonylamino-2-ethyl-4-(4-(4-phenylbutyloxy)phenyl)butyl acetate). The yield is 43.6%. Reaction SMILES: [H-].[Na+].[C:3]([O:6][CH2:7][C:8]([NH:20][C:21]([O:23][C:24]([CH3:27])([CH3:26])[CH3:25])=[O:22])([CH2:18][CH3:19])[CH2:9][CH2:10][C:11]1[CH:16]=[CH:15][C:14]([OH:17])=[CH:13][CH:12]=1)(=[O:5])[CH3:4].[C:28]1([CH2:34][CH2:35][CH2:36][CH2:37]I)[CH:33]=[CH:32][CH:31]=[CH:30][CH:29]=1.O>CN(C)C=O>[C:3]([O:6][CH2:7][C:8]([NH:20][C:21]([O:23][C:24]([CH3:26])([CH3:25])[CH3:27])=[O:22])([CH2:18][CH3:19])[CH2:9][CH2:10][C:11]1[CH:12]=[CH:13][C:14]([O:17][CH2:37][CH2:36][CH2:35][CH2:34][C:28]2[CH:33]=[CH:32][CH:31]=[CH:30][CH:29]=2)=[CH:15][CH:16]=1)(=[O:5])[CH3:4] |f:0.1|. Procedure: To a suspension of sodium hydride (0.65 g) in dimethylformamide (16 ml) was added a solution of 2-tert-butoxycarbonylamino-2-ethyl-4-(4-hydroxyphenyl)butyl acetate (6.0 g) in dimethylformamide (50 ml) at 0° C. and the mixture was stirred at room temperature for an hour. 4-Phenyl-butyl iodide (90 g) was added to the solution at 0° C. and the mixture was allowed to stand at room temperature overnight. The reaction mixture was poured into water and extracted with ethyl acetate. The ethyl acetate la... The reactants are ( 5 ), COC1=C(C(=CC=C1)OC)N=C=O (2,6-dimethoxyphenylisocyanate), CN1C(CCC1)=N (1-methyl-2-iminopyrrolidine), COC1=C(C(=O)Cl)C(=CC=C1)OC (2,6dimethoxybenzoyl chloride), hydrochloride salt. Run in C1=CC=CC=C1 (benzene), C1=CC=CC=C1 (benzene), C1=CC=CC=C1 (benzene). Conditions: time 1.5 hour. Product: CN1C(CCC1)=N (1-methyl-2-iminopyrrolidine), COC1=C(C(=CC=C1)OC)N=C=O (2,6-Dimethoxyphenylisocyanate), CN1C(CCC1)=NC(=O)NC1=C(C=CC=C1OC)OC (1-(1-methyl-2 -pyrrolidylidene)-3-(2,6-dimethoxyphenyl)urea). RXN SMILES: COC1C=CC=C(OC)C=1C(Cl)=O.[CH3:14][O:15][C:16]1[CH:21]=[CH:20][CH:19]=[C:18]([O:22][CH3:23])[C:17]=1[N:24]=[C:25]=[O:26].[CH3:27][N:28]1[CH2:32][CH2:31][CH2:30][C:29]1=[NH:33]>C1C=CC=CC=1>[CH3:27][N:28]1[CH2:32][CH2:31][CH2:30][C:29]1=[NH:33].[CH3:23][O:22][C:18]1[CH:19]=[CH:20][CH:21]=[C:16]([O:15][CH3:14])[C:17]=1[N:24]=[C:25]=[O:26].[CH3:27][N:28]1[CH2:32][CH2:31][CH2:30][C:29]1=[N:33][C:25]([NH:24][C:17]1[C:16]([O:15][CH3:14])=[CH:21][CH:20]=[CH:19][C:18]=1[O:22][CH3:23])=[O:26]. Procedure: A solution of 1-methyl-2-iminopyrrolidine in benzene is prepared from 10.73 g. (0.08 mole) of the hydrochloride salt in the usual manner. 2,6-Dimethoxyphenylisocyanate is prepared in 81% yield (crude) from 2,6dimethoxybenzoyl chloride by the method of K. Inukai and Y. Maki, Kogyo Kagaku Zasshi, 67, (5) 807-9 (1964). A benzene solution of 13.45 g. (0.075 mole) of the 2,6-dimethoxyphenylisocyanate is added to the benzene solution of 1-methyl-2-iminopyrrolidine and the reaction mixture is stirred f... Starting materials: C(CCC)C1=NC2=C(N1CC1=CC=C(C=C1)C1=C(C=CC=C1)C1=NN=NN1)C(=CC=C2)C(=O)O (2-butyl-1-[[2'-(1H-tetrazol-5-yl)biphenyl-4-yl]methyl]benzimidazole-7-carboxylic acid), S(O)(O)(=O)=O (sulfuric acid), CO (methanol). Product: C(CCC)C1=NC2=C(N1CC1=CC=C(C=C1)C1=C(C=CC=C1)C1=NN=NN1)C(=CC=C2)C(=O)OC (Methyl 2-butyl-1-[[2'-(1H-tetrazol-5-yl)biphenyl-4-yl]methyl]benzimidazole-7-carboxylate). RXN SMILES: [CH2:1]([C:5]1[N:9]([CH2:10][C:11]2[CH:16]=[CH:15][C:14]([C:17]3[CH:22]=[CH:21][CH:20]=[CH:19][C:18]=3[C:23]3[NH:27][N:26]=[N:25][N:24]=3)=[CH:13][CH:12]=2)[C:8]2[C:28]([C:32]([OH:34])=[O:33])=[CH:29][CH:30]=[CH:31][C:7]=2[N:6]=1)[CH2:2][CH2:3][CH3:4].S(=O)(=O)(O)O.[CH3:40]O>>[CH2:1]([C:5]1[N:9]([CH2:10][C:11]2[CH:12]=[CH:13][C:14]([C:17]3[CH:22]=[CH:21][CH:20]=[CH:19][C:18]=3[C:23]3[NH:27][N:26]=[N:25][N:24]=3)=[CH:15][CH:16]=2)[C:8]2[C:28]([C:32]([O:34][CH3:40])=[O:33])=[CH:29][CH:30]=[CH:31][C:7]=2[N:6]=1)[CH2:2][CH2:3][CH3:4]. Procedure details: A mixture of 2-butyl-1-[[2'-(1H-tetrazol-5-yl)biphenyl-4-yl]methyl]benzimidazole-7-carboxylic acid (1.8 g) in methanol (18 ml) and conc. sulfuric acid (14.4 g) was heated for 24 hours under reflux. After removal of the solvent by evaporation, the residue was suspended with water, whose pH was adjusted to 3-4 with 1N-NaOH, followed by extraction with ethyl acetate. The organic layer was washed with water and dried. The solvent was removed by evaporation and the residue was purified by column chro... The product is COCCN(C)C(=O)c1ccc(C=Cc2n[nH]c3ccccc23)cc1. Reaction SMILES: [CH2:39]([N:40]=[C:41]=[N:42][CH2:43][CH2:44][CH2:45][N:46]([CH3:47])[CH3:48])[CH3:49].[CH2:55]1[O:56][CH2:57][CH2:58][CH2:59]1.[CH3:21][O:22][CH2:23][CH2:24][NH:25][CH3:26].[ClH:38].[Na+:50].[OH2:27].[OH:28][n:29]1[c:30]2[cH:31][cH:32][cH:33][cH:34][c:35]2[n:36][n:37]1.[OH:51][C:52](=[O:53])[O-:54].[nH:1]1[n:2][c:3]([CH:10]=[CH:11][c:12]2[cH:13][cH:14][c:15]([C:16](=[O:17])[OH:18])[cH:19][cH:20]2)[c:4]2[cH:5][cH:6][cH:7][cH:8][c:9]12>>[nH:1]1[n:2][c:3]([CH:10]=[CH:11][c:12]2[cH:13][cH:14][c:15]([C:16](=[O:18])[N:25]([CH2:24][CH2:23][O:22][CH3:21])[CH3:26])[cH:19][cH:20]2)[c:4]2[cH:5][cH:6][cH:7][cH:8][c:9]12. The reactants are CCN=C=NCCCN(C)C, C1CCOC1, CNCCOC, Cl, [Na+], O, On1nnc2ccccc21, O=C([O-])O, O=C(O)c1ccc(C=Cc2n[nH]c3ccccc23)cc1. The reactants are FC1=CC=C(C=C1)C(CC(C)=O)=O (1-(4-fluorophenyl)butane-1,3-dione), C([O-])([O-])=O.[K+].[K+] (potassium carbonate), BrCC(=O)OCC (ethyl bromoacetate). The reagents and catalysts are [Br-].C(CCC)[N+](CCCC)(CCCC)CCCC (tetrabutylammonium bromide). Run in C1(=CC=CC=C1)C (toluene). Reaction conditions: temperature 20 celsius, time 8 hour. Product: FC1=CC=C(C(=O)C(CC(=O)OCC)C(C)=O)C=C1 (ethyl 3-(4-fluorobenzoyl)-4-oxopentanoate). RXN SMILES: [F:1][C:2]1[CH:7]=[CH:6][C:5]([C:8](=[O:13])[CH2:9][C:10](=[O:12])[CH3:11])=[CH:4][CH:3]=1.C(=O)([O-])[O-].[K+].[K+].Br[CH2:21][C:22]([O:24][CH2:25][CH3:26])=[O:23]>[Br-].C([N+](CCCC)(CCCC)CCCC)CCC.C1(C)C=CC=CC=1>[F:1][C:2]1[CH:3]=[CH:4][C:5]([C:8]([CH:9]([C:10](=[O:12])[CH3:11])[CH2:21][C:22]([O:24][CH2:25][CH3:26])=[O:23])=[O:13])=[CH:6][CH:7]=1 |f:1.2.3,5.6|. Reported procedure: A mixture of 1-(4-fluorophenyl)butane-1,3-dione (1.0 g), potassium carbonate (3.42 g), and tetrabutylammonium bromide (20 mg) in toluene (10 ml) was refluxed for 3 hours. After cooling to 20° C., ethyl bromoacetate (0.74 ml) was added to the mixture. After being allowed to stand at 20° C. overnight, the mixture was partitioned between ethyl acetate and 0.5N hydrochloric acid. The organic layer was separated, washed with water and brine, dried over magnesium sulfate, and evaporated. The residue w...